Task: describe an organic reaction: reactants, conditions, products, and yield. Dataset: the Open Reaction Database (ORD), a public repository of structured organic reaction records Starting materials: CC=1OC(=C(N1)C)C(=O)O (2,4-dimethyl-1,3-oxazole-5-carboxylic acid), NC=1C=C(OC=2C=CC=3N(C2)N=C(N3)NC(=O)C3CC3)C=CC1F (N-[6-(3-amino-4-fluorophenoxy)[1,2,4]triazolo[1,5-a]pyridin-2-yl]cyclopropanecarboxamide), O1CCCC1 (tetrahydrofuran), S(=O)(Cl)Cl (thionyl chloride). The reagents and catalysts are CN(C=O)C (N,N-dimethylformamide). Run in CN(C(C)=O)C (N,N-dimethylacetamide). The product is C1(CC1)C(=O)NC1=NN2C(C=CC(=C2)OC=2C=CC(=C(C2)NC(=O)C2=C(N=C(O2)C)C)F)=N1 (N-[5-({2-[(cyclopropylcarbonyl)amino][1,2,4]triazolo[1,5-a]pyridin-6-yl}oxy)-2-fluorophenyl]-2,4-dimethyl-1,3-oxazole-5-carboxamide). Yield: 69.0%. RXN SMILES: [CH3:1][C:2]1[O:3][C:4]([C:8]([OH:10])=O)=[C:5]([CH3:7])[N:6]=1.O1CCCC1.S(Cl)(Cl)=O.[NH2:20][C:21]1[CH:22]=[C:23]([CH:40]=[CH:41][C:42]=1[F:43])[O:24][C:25]1[CH:26]=[CH:27][C:28]2[N:29]([N:31]=[C:32]([NH:34][C:35]([CH:37]3[CH2:39][CH2:38]3)=[O:36])[N:33]=2)[CH:30]=1>CN(C)C=O.CN(C)C(=O)C>[CH:37]1([C:35]([NH:34][C:32]2[N:33]=[C:28]3[CH:27]=[CH:26][C:25]([O:24][C:23]4[CH:40]=[CH:41][C:42]([F:43])=[C:21]([NH:20][C:8]([C:4]5[O:3][C:2]([CH3:1])=[N:6][C:5]=5[CH3:7])=[O:10])[CH:22]=4)=[CH:30][N:29]3[N:31]=2)=[O:36])[CH2:38][CH2:39]1. Procedure: In the same manner as in Example 55 and using 2,4-dimethyl-1,3-oxazole-5-carboxylic acid (57.2 mg, 0.405 mmol), tetrahydrofuran (5 mL), thionyl chloride (70.0 μL, 0.807 mmol), N,N-dimethylformamide (2 drops), N-[6-(3-amino-4-fluorophenoxy)[1,2,4]triazolo[1,5-a]pyridin-2-yl]cyclopropanecarboxamide (120 mg, 0.367 mmol) and N,N-dimethylacetamide (5 mL) as starting materials, the title compound (114 mg, 69%) was obtained as a pale-brown solid.